Dataset: the Open Reaction Database (ORD), a public repository of structured organic reaction records. Task: describe an organic reaction: reactants, conditions, products, and yield The reactants are O=C([O-])[O-], O=C1CC(NC(=O)OCc2ccccc2)C(=O)O1, COC(=O)C(N)Cc1ccccc1, CC(=O)O, Cl, [K+], [K+], O. Product: COC(=O)C(Cc1ccccc1)NC(=O)C(CC(=O)O)NC(=O)OCc1ccccc1. RXN SMILES: [C:33](=[O:34])([O-:35])[O-:36].[CH2:1]([c:2]1[cH:3][cH:4][cH:5][cH:6][cH:7]1)[O:8][C:9](=[O:10])[NH:11][CH:12]1[CH2:13][C:14](=[O:15])[O:16][C:17]1=[O:18].[CH3:20][O:21][C:22]([CH:23]([NH2:24])[CH2:25][c:26]1[cH:27][cH:28][cH:29][cH:30][cH:31]1)=[O:32].[CH3:40][C:41](=[O:42])[OH:43].[ClH:19].[K+:37].[K+:38].[OH2:39]>>[CH2:1]([c:2]1[cH:3][cH:4][cH:5][cH:6][cH:7]1)[O:8][C:9](=[O:10])[NH:11][CH:12]([CH2:13][C:14](=[O:15])[OH:16])[C:17](=[O:18])[NH:24][CH:23]([C:22]([O:21][CH3:20])=[O:32])[CH2:25][c:26]1[cH:27][cH:28][cH:29][cH:30][cH:31]1. Reactants: [N+](=O)([O-])C1=CC=C(C=C1)CC(=O)O (4-Nitrophenylacetic acid), C1(CCCCC1)N=C=NC1CCCCC1 (dicyclohexylcarbodiimide), C1(CC(CCC1)=O)=O (1,3-cyclohexanedione). Reagents/catalysts: CN(C1=CC=NC=C1)C (4-dimethylaminopyridine), CN(C1=CC=NC=C1)C (4-dimethylaminopyridine). The solvent is ClC(C)Cl (dichloroethane). Conditions: time 1 hour. The product is OC1=C(C(CCC1)=O)C(CC1=CC=C(C=C1)[N+](=O)[O-])=O (3-hydroxy-2-(4-nitrophenylacetyl)-2-cyclohexenone). Yield: 66.8%. As a reaction SMILES: [N+:1]([C:4]1[CH:9]=[CH:8][C:7]([CH2:10][C:11]([OH:13])=O)=[CH:6][CH:5]=1)([O-:3])=[O:2].C1(N=C=NC2CCCCC2)CCCCC1.[C:29]1(=[O:36])[CH2:34][CH2:33][CH2:32][C:31](=[O:35])[CH2:30]1>CN(C)C1C=CN=CC=1.ClC(Cl)C>[OH:36][C:29]1[CH2:34][CH2:33][CH2:32][C:31](=[O:35])[C:30]=1[C:11](=[O:13])[CH2:10][C:7]1[CH:6]=[CH:5][C:4]([N+:1]([O-:3])=[O:2])=[CH:9][CH:8]=1. Procedure: 4-Nitrophenylacetic acid (8.1 g, 45 mmol) and then dicyclohexylcarbodiimide (9.7 g, 47 mmol) were added to a dichloroethane (150 ml) suspension of 1,3-cyclohexanedione (5.00 g, 44.6 mmol) at room temperature, after which 4-dimethylaminopyridine (0.27 g, 2.2 mmol) was added and stirring carried out for 1 hour at 60° C. and then further 4-dimethylaminopyridine (0.54 g, 4.4 mmol) added and stirring carried out for 23 hours at 85° C. The dicyclohexylurea was filtered off while the solution was still... Starting materials: COC=1C=C2C(=CNC2=CC1)CC=1CN(CCC1)CCC1=CC=C(C=C1)[N+](=O)[O-] (5-methoxy-3-[N-(2-(4-nitro-phenyl)-ethyl)-1,2,5,6-tetrahydro-pyridin-3-ylmethyl]-1H-indole). Reagents/catalysts: [Fe] (Iron). The solvent is Cl (hydrochloric acid). Product: COC=1C=C2C(=CNC2=CC1)CC=1CN(CCC1)CCC1=CC=C(C=C1)N (5-methoxy-3-[N-(2-(4-amino-phenyl)-ethyl)-1,2,5,6-tetrahydro-pyridin-3-ylmethyl]-1H-indole), solid. RXN SMILES: [CH3:1][O:2][C:3]1[CH:4]=[C:5]2[C:9](=[CH:10][CH:11]=1)[NH:8][CH:7]=[C:6]2[CH2:12][C:13]1[CH2:14][N:15]([CH2:19][CH2:20][C:21]2[CH:26]=[CH:25][C:24]([N+:27]([O-])=O)=[CH:23][CH:22]=2)[CH2:16][CH2:17][CH:18]=1>Cl.[Fe]>[CH3:1][O:2][C:3]1[CH:4]=[C:5]2[C:9](=[CH:10][CH:11]=1)[NH:8][CH:7]=[C:6]2[CH2:12][C:13]1[CH2:14][N:15]([CH2:19][CH2:20][C:21]2[CH:26]=[CH:25][C:24]([NH2:27])=[CH:23][CH:22]=2)[CH2:16][CH2:17][CH:18]=1. Reported procedure: Iron powder (0.97 g; 0.0174) was added to a suspension of the compound of Description 8 [5-methoxy-3-[N-(2-(4-nitro-phenyl)-ethyl)-1,2,5,6-tetrahydro-pyridin-3-ylmethyl]-1H-indole] (1.36 g; 0.0035 mol) in 10% aqueous hydrochloric acid (70 ml). The reaction mixture was refluxed for 3 hours. The reaction mixture was then cool down to room temperature and quenched with a saturated solution of aqueous sodium carbonate. The resulting mixture was filtered through diatomaceous earth (Celite(R)), washed... The reactants are O=C1NC2=CC=C(C=C2C1=O)S(=O)(=O)Cl (2,3-dioxo-2,3-dihydro-1H-indole-5-sulfonylchloride), CN1CCN(CC1)C[C@H]1NCCC1 (1-methyl-4-[(2S)-pyrrolidin-2-ylmethyl]piperazine). Yields the product CN1CCN(CC1)C[C@H]1N(CCC1)S(=O)(=O)C=1C=C2C(C(NC2=CC1)=O)=O (5-({(2S)-2-[(4-methylpiperazin-1-yl)methyl]pyrrolidin-1-yl}sulfonyl)-1H-indole-2,3-dione). RXN SMILES: [O:1]=[C:2]1[C:10](=[O:11])[C:9]2[C:4](=[CH:5][CH:6]=[C:7]([S:12](Cl)(=[O:14])=[O:13])[CH:8]=2)[NH:3]1.[CH3:16][N:17]1[CH2:22][CH2:21][N:20]([CH2:23][C@@H:24]2[CH2:28][CH2:27][CH2:26][NH:25]2)[CH2:19][CH2:18]1>>[CH3:16][N:17]1[CH2:18][CH2:19][N:20]([CH2:23][C@@H:24]2[CH2:28][CH2:27][CH2:26][N:25]2[S:12]([C:7]2[CH:8]=[C:9]3[C:4](=[CH:5][CH:6]=2)[NH:3][C:2](=[O:1])[C:10]3=[O:11])(=[O:14])=[O:13])[CH2:21][CH2:22]1. Procedure details: The title compound was prepared from 2,3-dioxo-2,3-dihydro-1H-indole-5-sulfonylchloride and 1-methyl-4-[(2S)-pyrrolidin-2-ylmethyl]piperazine according to a procedure similar to that of step 1 of Example 12. NMR (400 Mz, DMSO-d6): consistent. Reactants: C(C1=CC=CC=C1)(C1=CC=CC=C1)(C1=CC=CC=C1)N1C=NC(=C1)CC1(CCN(CC1)C(=O)OC(C)(C)C)C(=O)OCC (1-tert-butyl 4-ethyl 4-((1-trityl-1H-imidazol-4-yl)methyl)piperidine-1,4-dicarboxylate), C1CCOC1 (THF), CO (MeOH), [Li+].[OH-] (LiOH). The solvent is O (H2O). The product is C(C)(C)(C)OC(=O)N1CCC(CC1)(C(=O)O)CC=1N=CN(C1)C(C1=CC=CC=C1)(C1=CC=CC=C1)C1=CC=CC=C1 (1-(tert-butoxycarbonyl)-4-((1-trityl-1H-imidazol-4-yl)methyl)piperidine-4-carboxylic acid). The yield is 86.8%. RXN SMILES: [C:1]([N:20]1[CH:24]=[C:23]([CH2:25][C:26]2([C:39]([O:41]CC)=[O:40])[CH2:31][CH2:30][N:29]([C:32]([O:34][C:35]([CH3:38])([CH3:37])[CH3:36])=[O:33])[CH2:28][CH2:27]2)[N:22]=[CH:21]1)([C:14]1[CH:19]=[CH:18][CH:17]=[CH:16][CH:15]=1)([C:8]1[CH:13]=[CH:12][CH:11]=[CH:10][CH:9]=1)[C:2]1[CH:7]=[CH:6][CH:5]=[CH:4][CH:3]=1.C1COCC1.CO.[Li+].[OH-]>O>[C:35]([O:34][C:32]([N:29]1[CH2:28][CH2:27][C:26]([CH2:25][C:23]2[N:22]=[CH:21][N:20]([C:1]([C:14]3[CH:15]=[CH:16][CH:17]=[CH:18][CH:19]=3)([C:8]3[CH:13]=[CH:12][CH:11]=[CH:10][CH:9]=3)[C:2]3[CH:3]=[CH:4][CH:5]=[CH:6][CH:7]=3)[CH:24]=2)([C:39]([OH:41])=[O:40])[CH2:31][CH2:30]1)=[O:33])([CH3:38])([CH3:36])[CH3:37] |f:3.4|. Reported procedure: To a solution of 1-tert-butyl 4-ethyl 4-((1-trityl-1H-imidazol-4-yl)methyl)piperidine-1,4-dicarboxylate from step A (330 mg, 0.57 mmol) in 1:1:2 THF:MeOH:H2O (10 mL) was added LiOH (136 mg, 5.7 mmol). The mixture was refluxed until LCMS showed complete conversion to product, then concentrated under vacuum, dissolved in water (3 mL), neutralized to pH 5-6 with aq. NaHSO4, and extracted with ethyl acetate (3×10 mL). The combined organic phases were washed with brine, dried over Na2SO4, and concent... Starting materials: [H-].[H-].[H-].[H-].[Li+].[Al+3] (LiAlH4), [OH-].[Na+] (NaOH), C(C1=CC=CC=C1)(C1=CC=CC=C1)(C1=CC=CC=C1)N1N=C(C2=CC=CC=C12)C(=O)OCC(C)C (isobutyl 1-tritylindazole-3-carboxylate), O (water), O (water). Solvent: C1CCOC1 (THF), C1CCOC1 (THF). Run at time 30 minute. Yields the product C(C1=CC=CC=C1)(C1=CC=CC=C1)(C1=CC=CC=C1)N1N=C(C2=CC=CC=C12)CO ((1-tritylindazol-3-yl)methanol). The yield is 78.8%. RXN SMILES: [C:1]([N:20]1[C:28]2[C:23](=[CH:24][CH:25]=[CH:26][CH:27]=2)[C:22]([C:29](OCC(C)C)=[O:30])=[N:21]1)([C:14]1[CH:19]=[CH:18][CH:17]=[CH:16][CH:15]=1)([C:8]1[CH:13]=[CH:12][CH:11]=[CH:10][CH:9]=1)[C:2]1[CH:7]=[CH:6][CH:5]=[CH:4][CH:3]=1.[H-].[H-].[H-].[H-].[Li+].[Al+3].O.[OH-].[Na+]>C1COCC1>[C:1]([N:20]1[C:28]2[C:23](=[CH:24][CH:25]=[CH:26][CH:27]=2)[C:22]([CH2:29][OH:30])=[N:21]1)([C:14]1[CH:19]=[CH:18][CH:17]=[CH:16][CH:15]=1)([C:8]1[CH:9]=[CH:10][CH:11]=[CH:12][CH:13]=1)[C:2]1[CH:7]=[CH:6][CH:5]=[CH:4][CH:3]=1 |f:1.2.3.4.5.6,8.9|. Procedure details: To a solution of the crude isobutyl 1-tritylindazole-3-carboxylate (180 g; 0.39 mol) in THF (1 L) stirred at room temperature was added slowly a suspension of LiAlH4 (18 g; 0.48 mol) in THF (100 ml). Once the addition was complete, the mixture was stirred at room temperature for 30 minutes, and the reaction was then stopped by cooling the mixture to 0° C. and successively adding water (40 ml), 2N NaOH (40 ml) and water (60 ml). The solid thus formed was filtered off and the solution was concentr... The reactants are Cl (HCl), CCOCC (Et2O), OC1(CCN(CC1)CCC#N)C1=CC=CC=C1 (3-(4-hydroxy-4-phenylpiperidin-1-yl)propionitrile), B.O1CCCC1 (borane tetrahydrofuran), [OH-].[Na+] (NaOH), Cl (HCl). Solvent: C(Cl)Cl (CH2Cl2), C1CCOC1 (THF). Yields the product NCCCN1CCC(CC1)(C1=CC=CC=C1)O (1-(3-Aminopropyl)-4-hydroxy-4-phenylpiperidine). The yield is 82.7%. As a reaction SMILES: [OH:1][C:2]1([C:12]2[CH:17]=[CH:16][CH:15]=[CH:14][CH:13]=2)[CH2:7][CH2:6][N:5]([CH2:8][CH2:9][C:10]#[N:11])[CH2:4][CH2:3]1.B.O1CCCC1.Cl.[OH-].[Na+].CCOCC>C1COCC1.C(Cl)Cl>[NH2:11][CH2:10][CH2:9][CH2:8][N:5]1[CH2:4][CH2:3][C:2]([OH:1])([C:12]2[CH:17]=[CH:16][CH:15]=[CH:14][CH:13]=2)[CH2:7][CH2:6]1 |f:1.2,4.5|. Procedure: To a solution of 3-(4-hydroxy-4-phenylpiperidin-1-yl)propionitrile (3.71 g, 16.1 mmol, 1.00 equiv) in THF (15 mL) at room temperature was added borane-tetrahydrofuran complex (1.0M in THF, 56.3 mL, 56.3 mmol, 3.50 equiv) dropwise. The mixture was stirred at reflux for 4.5 hours and then cooled to room temperature. Aqueous HCl (6N, 85 mL) was added and the mixture was stirred at 50-70° C. for 2 hours. The mixture was basified to pH 9-10 by addition of 6N aqueous NaOH and extracted with EtOAc (75 ... The reactants are FC=1C=C(C(=O)OC)C=CC1[N+](=O)[O-] (Methyl 3-fluoro-4-nitrobenzoate), SCCC(=O)OCC(CCCC)CC (2-ethylhexyl 3-sulfanylpropanoate), C([O-])([O-])=O.[K+].[K+] (potassium carbonate). The solvent is CN(C)C=O (DMF), C(C)(=O)OCC (ethyl acetate). Run at time 16 hour. Product: C(C)C(COC(CCSC=1C=C(C(=O)OC)C=CC1[N+](=O)[O-])=O)CCCC (methyl 3-({3-[(2-ethylhexyl)oxy]-3-oxopropyl}sulfanyl)-4-nitrobenzoate). Isolated yield 82.7%. Reaction SMILES: F[C:2]1[CH:3]=[C:4]([CH:9]=[CH:10][C:11]=1[N+:12]([O-:14])=[O:13])[C:5]([O:7][CH3:8])=[O:6].[SH:15][CH2:16][CH2:17][C:18]([O:20][CH2:21][CH:22]([CH2:27][CH3:28])[CH2:23][CH2:24][CH2:25][CH3:26])=[O:19].C(=O)([O-])[O-].[K+].[K+]>CN(C=O)C.C(OCC)(=O)C>[CH2:27]([CH:22]([CH2:23][CH2:24][CH2:25][CH3:26])[CH2:21][O:20][C:18](=[O:19])[CH2:17][CH2:16][S:15][C:2]1[CH:3]=[C:4]([CH:9]=[CH:10][C:11]=1[N+:12]([O-:14])=[O:13])[C:5]([O:7][CH3:8])=[O:6])[CH3:28] |f:2.3.4|. Procedure details: Methyl 3-fluoro-4-nitrobenzoate (8.72 g, 43.8 mmol) was added to a suspension of 2-ethylhexyl 3-sulfanylpropanoate (10.5 g, 48.2 mmol) and potassium carbonate (9.08 g, 65.7 mmol) in DMF (50 mL) at room temperature, and the mixture was stirred for 16 hr. The reaction mixture was diluted with ethyl acetate, and the mixture was washed with water, 10% aqueous potassium carbonate solution and saturated brine, and dried over anhydrous sodium sulfate. The solvent was evaporated under reduced pressure, ... Reactants: Cl (hydrochloric acid), FC(OC1=CC=C(N)C=C1)(F)F (4-trifluoromethoxyaniline), N1=C(Cl)N=C(Cl)N=C1Cl (cyanuric chloride), C([O-])([O-])=O.[K+].[K+] (potassium carbonate). Solvent: C(C)(=O)OCC (ethyl acetate), O1CCCC1 (tetrahydrofuran), O1CCCC1 (THF). Conditions: temperature 2.5 celsius. Product: ClC1=NC(=NC(=N1)Cl)NC1=CC=C(C=C1)OC(F)(F)F ((4,6-Dichloro-1,3,5-triazin-2-yl)-(4-trifluoromethoxyphenyl)amine). Isolated yield 100.0%. RXN SMILES: [F:1][C:2]([F:12])([F:11])[O:3][C:4]1[CH:10]=[CH:9][C:7]([NH2:8])=[CH:6][CH:5]=1.[N:13]1[C:20]([Cl:21])=[N:19][C:17](Cl)=[N:16][C:14]=1[Cl:15].C(=O)([O-])[O-].[K+].[K+].Cl>O1CCCC1.C(OCC)(=O)C>[Cl:15][C:14]1[N:13]=[C:20]([Cl:21])[N:19]=[C:17]([NH:8][C:7]2[CH:9]=[CH:10][C:4]([O:3][C:2]([F:11])([F:12])[F:1])=[CH:5][CH:6]=2)[N:16]=1 |f:2.3.4|. Procedure: A solution of 4-trifluoromethoxyaniline (XII) (14.66 mL, 108 mmol) in dry tetrahydrofuran (THF; 120 mL) was added, dropwise, to a cold (0-5° C.) stirred suspension of cyanuric chloride (II) (20.0 g, 108 mmol) and potassium carbonate (15 g, 108 mmol) in dry THF (400 mL). The reaction mixture was stirred for 3 h while slowly warming to ambient temperature. After stirring for 14 h at ambient temperature, the reaction mixture was diluted with ethyl acetate (400 mL) and then acidified with 1 N aqueou... The reactants are COC(=O)[C@H](C1=CC=CC=C1Cl)N2CCC3=C(C2)C=CS3 ((+) clopidogrel), S(O)(O)(=O)=O (sulphuric acid). Solvent: C(C)(=O)OCC (ethyl acetate), C(C)(=O)OCC (ethyl acetate). Reaction conditions: temperature 10 celsius, time 9 hour. Product: COC(=O)[C@H](C=1C=CC=CC1Cl)N2CCC3=C(C=CS3)C2 (clopidogrel), S1C=CC=2CNCCC21 (4,5,6,7-tetrahydrothieno (3,2-c) pyridine). As a reaction SMILES: [CH3:1][O:2][C:3]([C@@H:5]([N:13]1[CH2:18][C:17]2[CH:19]=[CH:20][S:21][C:16]=2[CH2:15][CH2:14]1)[C:6]1[C:11]([Cl:12])=[CH:10][CH:9]=[CH:8][CH:7]=1)=[O:4].S(=O)(=O)(O)O>C(OCC)(=O)C>[CH3:1][O:2][C:3]([C@@H:5]([N:13]1[CH2:18][C:17]2[CH:19]=[CH:20][S:21][C:16]=2[CH2:15][CH2:14]1)[C:6]1[CH:7]=[CH:8][CH:9]=[CH:10][C:11]=1[Cl:12])=[O:4].[S:21]1[C:16]2[CH2:15][CH2:14][NH:13][CH2:18][C:17]=2[CH:19]=[CH:20]1. Procedure details: In yet another aspect, Form II of clopidogrel is prepared from ethyl acetate at a lower temperature of 5° to 15° C. comprising the steps of dissolving (+) clopidogrel base in ethyl acetate at 25° to 30° C., cool to 5° to 15° C. and mixing with conc. sulphuric acid at the said temperature, maintaining the mass under stirring for a period of 8 to 10 hours at 5 to 15° C. to yield crystals of clopidogrel Form II. The crystals obtained are filtered and dried and is identified as Form II by PXRD, FTIR...